Dataset: the Open Reaction Database (ORD), a public repository of structured organic reaction records. Task: describe an organic reaction: reactants, conditions, products, and yield The reactants are C(C1=CC(OC)=C(OC)C=C1)O (veratryl alcohol), S(=O)(Cl)Cl (thionyl chloride), C([O-])(O)=O.[Na+] (sodium bicarbonate), ice water. Run in C(Cl)Cl (methylene chloride). Conditions: time 8 hour. Yields the product COC=1C=C(CCl)C=CC1OC (3,4-dimethoxybenzyl chloride). Yield: 84.4%. RXN SMILES: [CH2:1](O)[C:2]1[CH:11]=[CH:10][C:7]([O:8][CH3:9])=[C:4]([O:5][CH3:6])[CH:3]=1.S(Cl)([Cl:15])=O.C(=O)(O)[O-].[Na+]>C(Cl)Cl>[CH3:6][O:5][C:4]1[CH:3]=[C:2]([CH:11]=[CH:10][C:7]=1[O:8][CH3:9])[CH2:1][Cl:15] |f:2.3|. Procedure: To a solution of 235 g of veratryl alcohol in 1.4 liters of dry methylene chloride, 200 g of thionyl chloride was added dropwise while cooling with ice, and the mixture was stirred at room temperature overnight. The resulting dark brown reaction solution was poured into one liter of ice water. The pH of the solution was adjusted to 7.0 with sodium bicarbonate. The methylene chloride layer was separated, washed with water, dehydrated, and concentrated to dryness under vacuum to obtain 220 g of 3,... Starting materials: [N+](=O)([O-])C=1C=CC2=C(C(=NCC(=N2)NN=C(CCCN2CCCCC2)C(=O)O)C2=CC=CC=C2)C1 (7-nitro-2-[(1-carboxy-4-piperidinobutylidene)hydrazino]-5-phenyl-3H-1,4-benzodiazepine), [N+](=[N-])=C (diazomethane). Yields the product [N+](=O)([O-])C=1C=CC2=C(C(=NCC(=N2)NN=C(CCCN2CCCCC2)C(=O)OC)C2=CC=CC=C2)C1 (7-nitro-2[[1-(methoxycarbonyl)-4-piperidinobutylidene]hydrazino]-5-phenyl-3H-1,4-benzodiazepine). RXN SMILES: [N+:1]([C:4]1[CH:5]=[CH:6][C:7]2[N:13]=[C:12]([NH:14][N:15]=[C:16]([C:26]([OH:28])=[O:27])[CH2:17][CH2:18][CH2:19][N:20]3[CH2:25][CH2:24][CH2:23][CH2:22][CH2:21]3)[CH2:11][N:10]=[C:9]([C:29]3[CH:34]=[CH:33][CH:32]=[CH:31][CH:30]=3)[C:8]=2[CH:35]=1)([O-:3])=[O:2].[N+](=[CH2:38])=[N-]>>[N+:1]([C:4]1[CH:5]=[CH:6][C:7]2[N:13]=[C:12]([NH:14][N:15]=[C:16]([C:26]([O:28][CH3:38])=[O:27])[CH2:17][CH2:18][CH2:19][N:20]3[CH2:25][CH2:24][CH2:23][CH2:22][CH2:21]3)[CH2:11][N:10]=[C:9]([C:29]3[CH:34]=[CH:33][CH:32]=[CH:31][CH:30]=3)[C:8]=2[CH:35]=1)([O-:3])=[O:2]. Procedure details: In the manner given in Example 14, 7-nitro-2-[(1-carboxy-4-piperidinobutylidene)hydrazino]-5-phenyl-3H-1,4-benzodiazepine can be treated with ethereal diazomethane to give 7-nitro-2[[1-(methoxycarbonyl)-4-piperidinobutylidene]hydrazino]-5-phenyl-3H-1,4-benzodiazepine. The reactants are N12C[C@@H](C(CC1)CC2)OC(=O)N2C=NC=C2 (imidazole-1-carboxylic acid (R)-1-aza-bicyclo[2.2.2]oct-3-yl ester), OCC=1SC=CC1 (2-hydroxy methyl thiophene). The product is S1C(=CC=C1)COC(O[C@H]1CN2CCC1CC2)=O (Carbonic acid (R)-1-aza-bicyclo[2.2.2]oct-3-yl ester thiophen-2-ylmethyl ester). Reaction SMILES: [N:1]12[CH2:8][CH2:7][CH:4]([CH2:5][CH2:6]1)[C@@H:3]([O:9][C:10](N1C=CN=C1)=[O:11])[CH2:2]2.[OH:17][CH2:18][C:19]1[S:20][CH:21]=[CH:22][CH:23]=1>>[S:20]1[CH:21]=[CH:22][CH:23]=[C:19]1[CH2:18][O:17][C:10](=[O:11])[O:9][C@@H:3]1[CH:4]2[CH2:5][CH2:6][N:1]([CH2:8][CH2:7]2)[CH2:2]1. Procedure details: The desired product was prepared by reacting imidazole-1-carboxylic acid (R)-1-aza-bicyclo[2.2.2]oct-3-yl ester with 2-hydroxy methyl thiophene.